Dataset: the Open Reaction Database (ORD), a public repository of structured organic reaction records. Task: describe an organic reaction: reactants, conditions, products, and yield The reactants are CC(=O)O[BH-](OC(C)=O)OC(C)=O, CCNCC, CC(Cl)Cl, [Na+], [Na+], O=C([O-])O, O=Cc1ccc2c(n1)COC2=O. Product: CCN(CC)Cc1ccc2c(n1)COC2=O. RXN SMILES: [C:18]([O:19][BH-:20]([O:21][C:22](=[O:23])[CH3:24])[O:25][C:26](=[O:27])[CH3:28])(=[O:29])[CH3:30].[CH2:13]([CH3:14])[NH:15][CH2:16][CH3:17].[Cl:37][CH:38]([Cl:39])[CH3:40].[Na+:31].[Na+:36].[O-:32][C:33]([OH:34])=[O:35].[O:1]=[C:2]1[O:3][CH2:4][c:5]2[n:6][c:7]([CH:11]=[O:12])[cH:8][cH:9][c:10]21>>[O:1]=[C:2]1[O:3][CH2:4][c:5]2[n:6][c:7]([CH2:11][N:15]([CH2:13][CH3:14])[CH2:16][CH3:17])[cH:8][cH:9][c:10]21. Starting materials: O.FC1=CC(=C(OC2=C(C(=O)NC3=CC(NC=C3)=O)C=CC(=C2)C(F)(F)F)C=C1)C (2-(4-fluoro-2-methylphenoxy)-N-(2-oxo-1,2-dihydropyridin-4-yl)-4-(trifluoromethyl)benzamide monohydrate), CN(C=O)C (N,N-dimethylformamide), O.FC1=CC(=C(OC2=C(C(=O)NC3=CC(NC=C3)=O)C=CC(=C2)C(F)(F)F)C=C1)C (2-(4-fluoro-2-methylphenoxy)-N-(2-oxo-1,2-dihydropyridin-4-yl)-4-(trifluoromethyl)benzamide monohydrate), ClC(=O)OCCl (chloromethyl chloroformate). The solvent is ClCCl (dichloromethane), C(C)(=O)OCC (ethyl acetate). Conditions: time 1 hour. Yields the product ClCN1C(C=C(C=C1)NC(C1=C(C=C(C=C1)C(F)(F)F)OC1=C(C=C(C=C1)F)C)=O)=O (N-[1-(chloromethyl)-2-oxo-4-pyridyl]-2-(4-fluoro-2-methyl-phenoxy)-4-(trifluoromethyl)benzamide). Isolated yield 48.8%. Reaction SMILES: O.[F:2][C:3]1[CH:29]=[CH:28][C:6]([O:7][C:8]2[CH:23]=[C:22]([C:24]([F:27])([F:26])[F:25])[CH:21]=[CH:20][C:9]=2[C:10]([NH:12][C:13]2[CH:18]=[CH:17][NH:16][C:15](=[O:19])[CH:14]=2)=[O:11])=[C:5]([CH3:30])[CH:4]=1.CN(C)C=O.[Cl:36][C:37](OCCl)=O>ClCCl.C(OCC)(=O)C>[Cl:36][CH2:37][N:16]1[CH:17]=[CH:18][C:13]([NH:12][C:10](=[O:11])[C:9]2[CH:20]=[CH:21][C:22]([C:24]([F:27])([F:25])[F:26])=[CH:23][C:8]=2[O:7][C:6]2[CH:28]=[CH:29][C:3]([F:2])=[CH:4][C:5]=2[CH3:30])=[CH:14][C:15]1=[O:19] |f:0.1|. Reported procedure: A sample of 2-(4-fluoro-2-methylphenoxy)-N-(2-oxo-1,2-dihydropyridin-4-yl)-4-(trifluoromethyl)benzamide monohydrate (9a) (6.0 g, 14.7 mmol) was dehydrated under vacuum at 65° C. A solution of anhydrous 2-(4-fluoro-2-methylphenoxy)-N-(2-oxo-1,2-dihydropyridin-4-yl)-4-(trifluoromethyl)benzamide (9a) (5.0 g, 12.31 mmol) and N,N-dimethylformamide (10.0 mL) in dichloromethane (50.0 mL) was stirred at room temp., chloromethyl chloroformate (1.64 ml, 18.46 mmol) was added and the solution was stirred a... Reactants: BrBr (bromine), COC=1C=C(C=CC1OC)C(C)=O (1-(3,4-dimethoxyphenyl)-1-ethanone). Run in C(Cl)(Cl)Cl (chloroform), C(Cl)(Cl)Cl (chloroform). Reaction conditions: time 1.5 hour. Product: BrCC(=O)C1=CC(=C(C=C1)OC)OC (2-bromo-1-(3,4-dimethoxyphenyl)-1-ethanone). Isolated yield 47.6%. Reaction SMILES: [Br:1]Br.[CH3:3][O:4][C:5]1[CH:6]=[C:7]([C:13](=[O:15])[CH3:14])[CH:8]=[CH:9][C:10]=1[O:11][CH3:12]>C(Cl)(Cl)Cl>[Br:1][CH2:14][C:13]([C:7]1[CH:8]=[CH:9][C:10]([O:11][CH3:12])=[C:5]([O:4][CH3:3])[CH:6]=1)=[O:15]. Procedure: A solution of bromine (30.6 g, 1.2 eg) in chloroform (150 ml) was added dropwise to a solution of 1-(3,4-dimethoxyphenyl)-1-ethanone (28.8 g) in chloroform (50 ml) over a period of 3-5 hr. The mixture was stirred for 1.5 hr. A stream of nitrogen was passed to remove the hydrobromic acid gas. The mixture was diluted with chloroform, washed with water, aqueous sodium bicarbonate and water, dried and evaporated. The crude product (48.3 g) was passed through a silica gel column (1.5 kg) using ethyl ...